From a dataset of the Open Reaction Database (ORD), a public repository of structured organic reaction records. describe an organic reaction: reactants, conditions, products, and yield Reactants: C(C)(C)(C)C1=CC=C(NC2=C(C=C(OC3=CC=NC4=CC(=C(C=C34)OC)O)C=C2)F)C=C1 (4-{4-[4-(Tert-butyl)anilino]-3-fluorophenoxy}-6-methoxy-7-quinolinol), C(C)(C)(C)C1=CC=C(NC2=C(C=C(OC3=CC=NC4=CC(=C(C=C34)OC)O)C=C2)F)C=C1 (4-{4-[4-(Tert-butyl)anilino]-3-fluorophenoxy}-6-methoxy-7-quinolinol), C([O-])([O-])=O.[K+].[K+] (potassium carbonate), Cl.ClCCN1CCOCC1 (4-(2-chloroethyl)morpholine hydrochloride), CN(C=O)C (N,N-dimethylformamide). The solvent is O (Water). Run at temperature 80 celsius, time 8 hour. The product is C(C)(C)(C)C1=CC=C(C=C1)NC1=C(C=C(C=C1)OC1=CC=NC2=CC(=C(C=C12)OC)OCCN1CCOCC1)F ((4-Tert-butylphenyl)-{2-fluoro-4-[6-methoxy-7-(2-morpholin-4-ylethoxy)quinolin-4-yloxy]phenyl}amine). The yield is 65.2%. RXN SMILES: [C:1]([C:5]1[CH:32]=[CH:31][C:8]([NH:9][C:10]2[CH:29]=[CH:28][C:13]([O:14][C:15]3[C:24]4[C:19](=[CH:20][C:21]([OH:27])=[C:22]([O:25][CH3:26])[CH:23]=4)[N:18]=[CH:17][CH:16]=3)=[CH:12][C:11]=2[F:30])=[CH:7][CH:6]=1)([CH3:4])([CH3:3])[CH3:2].C(=O)([O-])[O-].[K+].[K+].Cl.Cl[CH2:41][CH2:42][N:43]1[CH2:48][CH2:47][O:46][CH2:45][CH2:44]1.CN(C)C=O>O>[C:1]([C:5]1[CH:32]=[CH:31][C:8]([NH:9][C:10]2[CH:29]=[CH:28][C:13]([O:14][C:15]3[C:24]4[C:19](=[CH:20][C:21]([O:27][CH2:41][CH2:42][N:43]5[CH2:48][CH2:47][O:46][CH2:45][CH2:44]5)=[C:22]([O:25][CH3:26])[CH:23]=4)[N:18]=[CH:17][CH:16]=3)=[CH:12][C:11]=2[F:30])=[CH:7][CH:6]=1)([CH3:4])([CH3:2])[CH3:3] |f:1.2.3,4.5|. Reported procedure: 4-{4-[4-(Tert-butyl)anilino]-3-fluorophenoxy}-6-methoxy-7-quinolinol (starting compound 6) (1.75 g), potassium carbonate (2.80 g), and 4-(2-chloroethyl)morpholine hydrochloride (1.13 g) were added to N,N-dimethylformamide (20 ml), and the mixture was stirred at 80° C. overnight. Water was added to the reaction solution, and the mixture was extracted with ethyl acetate. The ethyl acetate layer was washed with saturated brine and was dried over sodium sulfate. The solvent was then removed by evapo... Starting materials: ClCCl, CS(C)=O, O=C(Cl)C(=O)Cl, OC(CCCCOC1CCCCO1)CCCc1cccnc1. The product is O=C(CCCCOC1CCCCO1)CCCc1cccnc1. RXN SMILES: [CH2:33]([Cl:34])[Cl:35].[CH3:1][S:2]([CH3:3])=[O:4].[Cl:5][C:6]([C:7]([Cl:8])=[O:9])=[O:10].[n:11]1[cH:12][c:13]([CH2:17][CH2:18][CH2:19][CH:20]([CH2:21][CH2:22][CH2:23][CH2:24][O:25][CH:26]2[O:27][CH2:28][CH2:29][CH2:30][CH2:31]2)[OH:32])[cH:14][cH:15][cH:16]1>>[n:11]1[cH:12][c:13]([CH2:17][CH2:18][CH2:19][C:20]([CH2:21][CH2:22][CH2:23][CH2:24][O:25][CH:26]2[O:27][CH2:28][CH2:29][CH2:30][CH2:31]2)=[O:32])[cH:14][cH:15][cH:16]1. Starting materials: O=C(NCC1CC2CC2N1)c1cccc2occc12, O=C(O)c1ccccc1-c1cccc(Cl)c1. The product is O=C(NCC1CC2CC2N1C(=O)c1ccccc1-c1cccc(Cl)c1)c1cccc2occc12. Reaction SMILES: [CH:1]12[NH:2][CH:3]([CH2:7][NH:8][C:9](=[O:10])[c:11]3[cH:12][cH:13][cH:14][c:15]4[c:16]3[cH:17][cH:18][o:19]4)[CH2:4][CH:5]1[CH2:6]2.[Cl:20][c:21]1[cH:22][c:23](-[c:27]2[c:28]([C:33](=[O:34])[OH:35])[cH:29][cH:30][cH:31][cH:32]2)[cH:24][cH:25][cH:26]1>>[CH:1]12[N:2]([C:33]([c:28]3[c:27](-[c:23]4[cH:22][c:21]([Cl:20])[cH:26][cH:25][cH:24]4)[cH:32][cH:31][cH:30][cH:29]3)=[O:34])[CH:3]([CH2:7][NH:8][C:9](=[O:10])[c:11]3[cH:12][cH:13][cH:14][c:15]4[c:16]3[cH:17][cH:18][o:19]4)[CH2:4][CH:5]1[CH2:6]2. Starting materials: C1(=CC=CC=C1)P(C1=CC=CC=2C(C3=CC=CC(=C3OC12)P(C1=CC=CC=C1)C1=CC=CC=C1)(C)C)C1=CC=CC=C1 (4,5-bis(diphenylphosphino)-9,9-dimethylxanthene), C([O-])([O-])=O.[Cs+].[Cs+] (cesium carbonate), BrC1=CC(=C(C#N)C=C1)OC (4-bromo-2-methoxybenzonitrile), O[C@]1(CC(N[C@H]1C)=O)C ((4S,5S)-4-hydroxy-4,5-dimethylpyrrolidin-2-one). Reagents/catalysts: C=1C=CC(=CC1)/C=C/C(=O)/C=C/C2=CC=CC=C2.C=1C=CC(=CC1)/C=C/C(=O)/C=C/C2=CC=CC=C2.C=1C=CC(=CC1)/C=C/C(=O)/C=C/C2=CC=CC=C2.[Pd].[Pd] (tris(dibenzylideneacetone)dipalladium(0)). Product: O[C@@]1([C@@H](N(C(C1)=O)C1=CC(=C(C#N)C=C1)OC)C)C (4-[(2S,3S)-3-hydroxy-2,3-dimethyl-5-oxopyrrolidin-1-yl]-2-methoxybenzonitrile), solid. The yield is 48.0%. RXN SMILES: Br[C:2]1[CH:9]=[CH:8][C:5]([C:6]#[N:7])=[C:4]([O:10][CH3:11])[CH:3]=1.[OH:12][C@:13]1([CH3:20])[C@H:17]([CH3:18])[NH:16][C:15](=[O:19])[CH2:14]1.C1(P(C2C=CC=CC=2)C2C3OC4C(=CC=CC=4P(C4C=CC=CC=4)C4C=CC=CC=4)C(C)(C)C=3C=CC=2)C=CC=CC=1.C(=O)([O-])[O-].[Cs+].[Cs+]>C1C=CC(/C=C/C(/C=C/C2C=CC=CC=2)=O)=CC=1.C1C=CC(/C=C/C(/C=C/C2C=CC=CC=2)=O)=CC=1.C1C=CC(/C=C/C(/C=C/C2C=CC=CC=2)=O)=CC=1.[Pd].[Pd]>[OH:12][C@@:13]1([CH3:20])[CH2:14][C:15](=[O:19])[N:16]([C:2]2[CH:9]=[CH:8][C:5]([C:6]#[N:7])=[C:4]([O:10][CH3:11])[CH:3]=2)[C@H:17]1[CH3:18] |f:3.4.5,6.7.8.9.10|. Reported procedure: Using 4-bromo-2-methoxybenzonitrile (684 mg), (4S,5S)-4-hydroxy-4,5-dimethylpyrrolidin-2-one (500 mg), 4,5-bis(diphenylphosphino)-9,9-dimethylxanthene (286 mg), tris(dibenzylideneacetone)dipalladium(0) (148 mg) and cesium carbonate (1.55 g), and in the same manner as in Example 62, the title compound was obtained as a colorless amorphous solid (yield: 410 mg, 48%). The reactants are CC(CCC1=CC(=CC=C1)O)(C)NC[C@H](O)C=1C=CC=2N(C1)N=NN2 ((R)-a-[[(1,1-dimethyl-3-(3-hydroxyphenyl)propyl)amino]methyl]tetrazolo[1,5-a]pyridine-6-methanol), SnCl2 ·H2O, hydrochoride salt, Cl (HCl). Solvent: CO (methanol). Yields the product Cl.Cl.NC1=CC=C(C=N1)[C@@H](O)CNC(CCC1=CC(=CC=C1)O)(C)C ((R)-6-Amino-a-[[(1,1-dimethyl-3-(3-hydroxyphenyl)propyl)amino]methyl]-3-pyridinemethanol Dihydrochloride). RXN SMILES: [CH3:1][C:2]([NH:13][CH2:14][C@@H:15]([C:17]1[CH:18]=[CH:19][C:20]2[N:21](N=N[N:25]=2)[CH:22]=1)[OH:16])([CH3:12])[CH2:3][CH2:4][C:5]1[CH:10]=[CH:9][CH:8]=[C:7]([OH:11])[CH:6]=1.[ClH:26]>CO>[ClH:26].[ClH:26].[NH2:25][C:20]1[N:21]=[CH:22][C:17]([C@H:15]([CH2:14][NH:13][C:2]([CH3:12])([CH3:1])[CH2:3][CH2:4][C:5]2[CH:10]=[CH:9][CH:8]=[C:7]([OH:11])[CH:6]=2)[OH:16])=[CH:18][CH:19]=1 |f:3.4.5|. Reported procedure: A solution of 137 mg (0.40 mmol) of (R)-a-[[(1,1-dimethyl-3-(3-hydroxyphenyl)propyl)amino]methyl]tetrazolo[1,5-a]pyridine-6-methanol and 182 mg (0.81 mmol) of SnCl2 ·H2O in 20 ml of methanol was heated at reflux for 21 hours. The reaction mixture was cooled in an ice bath and H2S was bubbled through the solution. The precipitate was removed by filtration and the filtrate concentrated. The residue was chromatographed on silica gel (94:6:2 CH2Cl2 :MeOH:NH4OH) to give pure product which was convert... Starting materials: SC1=CC=C(C=C1)S(=O)(=O)NC1=C(C(=O)O)C=CC=C1 (2-(4-mercaptobenzene-sulfonylamino)-benzoic acid), ClCC=1N=C(OC1C)C1=CC=CC=C1 (4-chloromethyl-5-methyl-2-phenyl-oxazole), C([O-])([O-])=O.[Cs+].[Cs+] (cesium carbonate). Solvent: CN(C)C=O (DMF). Conditions: time 3 hour. Product: CC1=C(N=C(O1)C1=CC=CC=C1)CSC1=CC=C(C=C1)S(=O)(=O)NC1=C(C(=O)O)C=CC=C1 (2-[4-(5-methyl-2-phenyl-oxazol-4-ylmethylsulfanyl)-benzenesulfonyl-amino]-benzoic acid). Reaction SMILES: [SH:1][C:2]1[CH:7]=[CH:6][C:5]([S:8]([NH:11][C:12]2[CH:20]=[CH:19][CH:18]=[CH:17][C:13]=2[C:14]([OH:16])=[O:15])(=[O:10])=[O:9])=[CH:4][CH:3]=1.Cl[CH2:22][C:23]1[N:24]=[C:25]([C:29]2[CH:34]=[CH:33][CH:32]=[CH:31][CH:30]=2)[O:26][C:27]=1[CH3:28].C(=O)([O-])[O-].[Cs+].[Cs+]>CN(C=O)C>[CH3:28][C:27]1[O:26][C:25]([C:29]2[CH:30]=[CH:31][CH:32]=[CH:33][CH:34]=2)=[N:24][C:23]=1[CH2:22][S:1][C:2]1[CH:7]=[CH:6][C:5]([S:8]([NH:11][C:12]2[CH:20]=[CH:19][CH:18]=[CH:17][C:13]=2[C:14]([OH:16])=[O:15])(=[O:10])=[O:9])=[CH:4][CH:3]=1 |f:2.3.4|. Reported procedure: A mixture of the title B compound, 2-(4-mercaptobenzene-sulfonylamino)-benzoic acid (200 mg, 0.65 mmol), 4-chloromethyl-5-methyl-2-phenyl-oxazole (134 mg, 0.65 mmol) and cesium carbonate (1.05 g, 3.24 mmol) in DMF is stirred at RT for 3 h. The mixture is then partitioned between EtOAc and 1 N aqueous HCl. The organic phase is dried over anhydrous magnesium sulfate, filtered, and concentrated under vacuum. The residue is chromatographed on silica gel using 15% EtOAc in hexane (containing 0.5% for... Starting materials: P(=O)(O)(O)OP(=O)(O)O (Pyrophosphoric acid), N1=C(N)N=C(N)N=C1N (melamine), ( A ). Product: OP(O)(=O)OP(=O)(O)O.N1=C(N)N=C(N)N=C1N (Melamine Pyrophosphate). RXN SMILES: [P:1]([O:5][P:6]([OH:9])([OH:8])=[O:7])([OH:4])([OH:3])=[O:2].[N:10]1[C:17]([NH2:18])=[N:16][C:14]([NH2:15])=[N:13][C:11]=1[NH2:12]>>[OH:3][P:1]([O:5][P:6]([OH:9])([OH:8])=[O:7])(=[O:2])[OH:4].[N:10]1[C:17]([NH2:18])=[N:16][C:14]([NH2:15])=[N:13][C:11]=1[NH2:12] |f:2.3|. Reported procedure: Pyrophosphoric acid and melamine of mole ratio 1:1, were reacted to prepare component (A).